describe an organic reaction: reactants, conditions, products, and yield From a dataset of the Open Reaction Database (ORD), a public repository of structured organic reaction records. The reactants are OC(=O)C(F)(F)F.N1(CCNCC1)CC=1N=NC=2C(N1)=C(N=C(N2)N)N (3-Piperazin-1-ylmethyl-pyrimido[5,4-e][1,2,4]triazine-5,7-diamine TFA salt), ClCC1=C(C=CC2=CC=CC=C12)C (1-Chloromethyl-2-methyl-Naphthalene), CC#N.O (CH3CN H2O), C([O-])([O-])=O.[K+].[K+] (potassium carbonate). The solvent is CN(C)C=O (DMF). Reaction conditions: time 24 hour. The product is C(C)C1=CC(=C(C2=CC=CC=C12)CN1CCN(CC1)CC=1N=NC=2C(N1)=C(N=C(N2)N)N)C (3-[4-(4-Ethyl-2-methyl-naphthalen-1-ylmethyl)-piperazin-1-ylmethyl]-pyrimido[5,4-e][1,2,4]triazine-5,7-diamine). Yield: 64.8%. As a reaction SMILES: O[C:2]([C:4](F)(F)F)=O.[N:8]1([CH2:14][C:15]2[N:16]=[N:17][C:18]3[C:19](=[C:21]([NH2:26])[N:22]=[C:23]([NH2:25])[N:24]=3)[N:20]=2)[CH2:13][CH2:12][NH:11][CH2:10][CH2:9]1.Cl[CH2:28][C:29]1[C:38]2[C:33](=[CH:34][CH:35]=[CH:36][CH:37]=2)[CH:32]=[CH:31][C:30]=1[CH3:39].C(=O)([O-])[O-].[K+].[K+].CC#N.O>CN(C=O)C>[CH2:30]([C:29]1[C:38]2[C:33](=[CH:34][CH:35]=[CH:36][CH:37]=2)[C:32]([CH2:31][N:11]2[CH2:12][CH2:13][N:8]([CH2:14][C:15]3[N:16]=[N:17][C:18]4[C:19](=[C:21]([NH2:26])[N:22]=[C:23]([NH2:25])[N:24]=4)[N:20]=3)[CH2:9][CH2:10]2)=[C:2]([CH3:4])[CH:28]=1)[CH3:39] |f:0.1,3.4.5,6.7|. Procedure details: To a stirred solution of 3-Piperazin-1-ylmethyl-pyrimido[5,4-e][1,2,4]triazine-5,7-diamine TFA salt 5 (50 mg; 0.08 mmol; prepared in EXAMPLE 4) in dry DMF (1.0 mL) was added 1-Chloromethyl-2-methyl-Naphthalene (34 mg; 0.18 mmol) followed by potassium carbonate (55 mg; 0.40 mmol). The mixture was allowed to stir for 24 h at room temperature then taken up into CH3CN/H2O/0.1% TFA. The mixture was purified by reverse phase HPLC (Rainin C18, 0% CH3CN to 50% CH3CN gradient, CH3CN/H2O, 0.1% TFA) and th... The reactants are C(C)(C)(C)OC(=O)N1[C@@H](CC(C1)=NOC)C(=O)O ((2S,4EZ)-1-(tert-butoxycarbonyl)-4-(methoxyimino)-2-pyrrolidinecarboxylic acid), C1(=CC=C(C=C1)C(=O)Cl)C1=CC=CC=C1 ([1,1′-biphenyl]-4-carbonyl chloride), N[C@@H]1CC[C@H](CC1)O (trans-4-aminocyclohexanol). Product: C1(=CC=C(C=C1)C(=O)N1[C@@H](CC(C1)=NOC)C(=O)N[C@@H]1CC[C@H](CC1)O)C1=CC=CC=C1 ((2S,4EZ)-1-([1,1′-biphenyl]-4-ylcarbonyl)-N-(trans-4-hydroxycyclohexyl)-4-(methoxyimino)-2-pyrrolidinecarboxamide). As a reaction SMILES: C(O[C:6]([N:8]1[CH2:12][C:11](=[N:13][O:14][CH3:15])[CH2:10][C@H:9]1[C:16]([OH:18])=O)=[O:7])(C)(C)C.[C:19]1([C:28]2[CH:33]=[CH:32][CH:31]=[CH:30][CH:29]=2)[CH:24]=[CH:23][C:22](C(Cl)=O)=[CH:21][CH:20]=1.[NH2:34][C@H:35]1[CH2:40][CH2:39][C@H:38]([OH:41])[CH2:37][CH2:36]1>>[C:28]1([C:19]2[CH:20]=[CH:21][CH:22]=[CH:23][CH:24]=2)[CH:29]=[CH:30][C:31]([C:6]([N:8]2[CH2:12][C:11](=[N:13][O:14][CH3:15])[CH2:10][C@H:9]2[C:16]([NH:34][C@H:35]2[CH2:40][CH2:39][C@H:38]([OH:41])[CH2:37][CH2:36]2)=[O:18])=[O:7])=[CH:32][CH:33]=1. Reported procedure: Following the general method as outlined in Example 22, starting from (2S,4EZ)-1-(tert-butoxycarbonyl)-4-(methoxyimino)-2-pyrrolidinecarboxylic acid, [1,1′-biphenyl]-4-carbonyl chloride, and trans-4-aminocyclohexanol, the title compound was obtained in 62% purity by HPLC. MS(ESI+): m/z=436. Reactants: CC1=C(C(=NO1)C1=NC=CC=C1)COC=1C=CC(=NC1)C(=O)O (5-(5-methyl-3-pyridin-2-yl-isoxazol-4-ylmethoxy)-pyridine-2-carboxylic acid), CN (methylamine). Yields the product CNC(=O)C1=NC=C(C=C1)OCC=1C(=NOC1C)C1=NC=CC=C1 (5-(5-Methyl-3-pyridin-2-yl-isoxazol-4-ylmethoxy)-pyridine-2-carboxylic acid methylamide). The yield is 78.0%. Reaction SMILES: [CH3:1][C:2]1[O:6][N:5]=[C:4]([C:7]2[CH:12]=[CH:11][CH:10]=[CH:9][N:8]=2)[C:3]=1[CH2:13][O:14][C:15]1[CH:16]=[CH:17][C:18]([C:21]([OH:23])=O)=[N:19][CH:20]=1.[CH3:24][NH2:25]>>[CH3:24][NH:25][C:21]([C:18]1[CH:17]=[CH:16][C:15]([O:14][CH2:13][C:3]2[C:4]([C:7]3[CH:12]=[CH:11][CH:10]=[CH:9][N:8]=3)=[N:5][O:6][C:2]=2[CH3:1])=[CH:20][N:19]=1)=[O:23]. Procedure: As described for example 7, 5-(5-methyl-3-pyridin-2-yl-isoxazol-4-ylmethoxy)-pyridine-2-carboxylic acid (100 mg, 0.32 mmol) was converted, using methylamine (2 M solution in THF) instead of isopropylamine, to the title compound (81 mg, 78%), which was obtained as a white solid. MS: m/e=325.2 [M+H]+. The reactants are N=C(c1ccccc1)c1ccccc1, ClCCl, Cl, COC(=O)C(CN)c1ccccc1. The product is COC(=O)C(CN=C(c1ccccc1)c1ccccc1)c1ccccc1. RXN SMILES: [C:15]([c:16]1[cH:17][cH:18][cH:19][cH:20][cH:21]1)([c:22]1[cH:23][cH:24][cH:25][cH:26][cH:27]1)=[NH:28].[Cl:29][CH2:30][Cl:31].[ClH:1].[NH2:2][CH2:3][CH:4]([C:5](=[O:6])[O:7][CH3:8])[c:9]1[cH:10][cH:11][cH:12][cH:13][cH:14]1>>[N:2]([CH2:3][CH:4]([C:5](=[O:6])[O:7][CH3:8])[c:9]1[cH:10][cH:11][cH:12][cH:13][cH:14]1)=[C:15]([c:16]1[cH:17][cH:18][cH:19][cH:20][cH:21]1)[c:22]1[cH:23][cH:24][cH:25][cH:26][cH:27]1. Run in O (water), CO (MeOH). Reaction conditions: time 2 hour. Yields the product C(=O)(O)C1=NC2=CC(=C(C=C2C(C1)=O)Cl)C (2-carboxy-6-chloro-7-methyl-4-oxoquinoline). Procedure: 2-Methoxycarbonyl-6-chloro-7-methyl-4-oxoquinoline (7.00 g, 28.00 mmol) was suspended in 300 mL of MeOH and 100 mL of water. Lithium hydroxide (3.40 g, 90 mmol) was added and the reaction was stirred at room temp for 2 hours. The methanol was evaporated in vacuo and the product was crystallized by addition of 2N hydrochloric acid. The solid was filtered, washed with water and dried to afford 5.9 g (88%) of 2-carboxy-6-chloro-7-methyl-4-oxoquinoline: H NMR (DMSO-d6) 2.40 (s, 3), 6.60 (s, 1), 7.84... Starting materials: COC(=O)C1=NC2=CC(=C(C=C2C(C1)=O)Cl)C (2-Methoxycarbonyl-6-chloro-7-methyl-4-oxoquinoline), [OH-].[Li+] (Lithium hydroxide). As a reaction SMILES: C[O:2][C:3]([C:5]1[CH2:14][C:13](=[O:15])[C:12]2[C:7](=[CH:8][C:9]([CH3:17])=[C:10]([Cl:16])[CH:11]=2)[N:6]=1)=[O:4].[OH-].[Li+]>CO.O>[C:3]([C:5]1[CH2:14][C:13](=[O:15])[C:12]2[C:7](=[CH:8][C:9]([CH3:17])=[C:10]([Cl:16])[CH:11]=2)[N:6]=1)([OH:4])=[O:2] |f:1.2|. Yield: 88.7%. Yields the product Cl.Cl.CN(CCN(C)CC1=CC=C(C(=O)OCOC(=O)N2C=C(C3=CC=CC=C23)CC(C)(C(NC(C)C2=CC=CC=C2)=O)NC(=O)OCC=2OC3=C(C2)C=CC=C3)C=C1)C (3-[2-(Benzofuran-2-ylmethoxycarbonylamino)-2-(1-phenyl-ethylcarbamoyl)-propyl]-indole-1-carboxylic acid 4-{[(2-dimethylamino-ethyl)-methyl-amino]-methyl}-benzoyloxymethyl ester dihydrochloride salt). Yield: 84.0%. Reported procedure: NaHB(OAc)3 (0.21 g, 1.0 mmol, 1.4 eq.) was added in three equal portions in 10 minutes to a cloudy solution of compound 19 (0.5 g, 0.713 mmol), N,N,N′-trimethylethylenediamine (0.316 mL, 1.07 mmol, 1.5 eq.) and acetic acid (0.061 mL, 1.07 mmol, 1.5 eq.) in dry chloroform (20 mL) under N2 in an ice bath. The reaction was stirred in ice bath for 30 minutes and room temperature for 20 hours to give a white suspension. Saturated sodium bicarbonate (20 mL) was added to the reaction mixture and stirre... Run at time 30 minute. Starting materials: NaHB(OAc)3, C(=O)C1=CC=C(C(=O)OCOC(=O)N2C=C(C3=CC=CC=C23)CC(C)(C(NC(C)C2=CC=CC=C2)=O)NC(=O)OCC=2OC3=C(C2)C=CC=C3)C=C1 (3-[2-(Benzofuran-2-ylmethoxycarbonylamino)-2-(1-phenyl-ethylcarbamoyl)-propyl]-indole-1-carboxylic acid 4-formylbenzoyloxymethyl ester), CN(CCNC)C (N,N,N′-trimethylethylenediamine), C(C)(=O)O (acetic acid), C(Cl)(Cl)Cl (chloroform), C([O-])(O)=O.[Na+] (sodium bicarbonate). RXN SMILES: [CH:1]([C:3]1[CH:52]=[CH:51][C:6]([C:7]([O:9][CH2:10][O:11][C:12]([N:14]2[C:22]3[C:17](=[CH:18][CH:19]=[CH:20][CH:21]=3)[C:16]([CH2:23][C:24]([NH:37][C:38]([O:40][CH2:41][C:42]3[O:43][C:44]4[CH:50]=[CH:49][CH:48]=[CH:47][C:45]=4[CH:46]=3)=[O:39])([C:26](=[O:36])[NH:27][CH:28]([C:30]3[CH:35]=[CH:34][CH:33]=[CH:32][CH:31]=3)[CH3:29])[CH3:25])=[CH:15]2)=[O:13])=[O:8])=[CH:5][CH:4]=1)=O.[CH3:53][N:54]([CH3:59])[CH2:55][CH2:56][NH:57][CH3:58].C(O)(=O)C.C(=O)(O)[O-].[Na+].C(Cl)(Cl)[Cl:70]>>[ClH:70].[ClH:70].[CH3:53][N:54]([CH3:59])[CH2:55][CH2:56][N:57]([CH2:1][C:3]1[CH:4]=[CH:5][C:6]([C:7]([O:9][CH2:10][O:11][C:12]([N:14]2[C:22]3[C:17](=[CH:18][CH:19]=[CH:20][CH:21]=3)[C:16]([CH2:23][C:24]([NH:37][C:38]([O:40][CH2:41][C:42]3[O:43][C:44]4[CH:50]=[CH:49][CH:48]=[CH:47][C:45]=4[CH:46]=3)=[O:39])([C:26](=[O:36])[NH:27][CH:28]([C:30]3[CH:35]=[CH:34][CH:33]=[CH:32][CH:31]=3)[CH3:29])[CH3:25])=[CH:15]2)=[O:13])=[O:8])=[CH:51][CH:52]=1)[CH3:58] |f:3.4,6.7.8|. Reactants: C1(CCC1)C=1C(=CC(=NC1)C(=O)O)OCC(F)(F)F (5-Cyclobutyl-4-(2,2,2-trifluoro-ethoxy)-pyridine-2-carboxylic acid), NC1(CS(C1)(=O)=O)CC(=O)N (2-(3-amino-1,1-dioxo-thietan-3-yl)acetamide). Product: NC(CC1(CS(C1)(=O)=O)NC(=O)C1=NC=C(C(=C1)OCC(F)(F)F)C1CCC1)=O (N-[3-(2-amino-2-oxoethyl)-1,1-dioxothietan-3-yl]-5-cyclobutyl-4-(2,2,2-trifluoroethoxy)pyridine-2-carboxamide). Reaction SMILES: [CH:1]1([C:5]2[C:6]([O:14][CH2:15][C:16]([F:19])([F:18])[F:17])=[CH:7][C:8]([C:11]([OH:13])=O)=[N:9][CH:10]=2)[CH2:4][CH2:3][CH2:2]1.[NH2:20][C:21]1([CH2:27][C:28]([NH2:30])=[O:29])[CH2:24][S:23](=[O:26])(=[O:25])[CH2:22]1>>[NH2:30][C:28](=[O:29])[CH2:27][C:21]1([NH:20][C:11]([C:8]2[CH:7]=[C:6]([O:14][CH2:15][C:16]([F:19])([F:18])[F:17])[C:5]([CH:1]3[CH2:2][CH2:3][CH2:4]3)=[CH:10][N:9]=2)=[O:13])[CH2:22][S:23](=[O:25])(=[O:26])[CH2:24]1. Reported procedure: The title compound was synthesized in analogy to Example 112e, using 5-Cyclobutyl-4-(2,2,2-trifluoro-ethoxy)-pyridine-2-carboxylic acid (example 108f) and 2-(3-amino-1,1-dioxo-thietan-3-yl)acetamide (example 160d) as starting materials and isolated (16.5 mg, 21%); MS (ESI, m/z): 436.3 (M+H+). Reactants: C(C)(C)(C)OC(NC1=C(C=C(C(=C1)OCC(F)(F)F)C(F)(F)F)NC(CC(C1=CC(=CC=C1)C=1C=NC=CC1)=O)=O)=O ([2-[3-oxo-3-(3-pyridin-3-yl-phenyl)-propionylamino]-5-(2,2,2-trifluoro-ethoxy)-4-trifluoromethyl-phenyl]-carbamic acid tert-butyl ester), C(=O)(C(F)(F)F)O (TFA). The solvent is C(Cl)Cl (CH2Cl2). Product: N1=CC(=CC=C1)C=1C=C(C=CC1)C1=NC2=C(NC(C1)=O)C=C(C(=C2)OCC(F)(F)F)C(F)(F)F (4-(3-Pyridin-3-yl-phenyl)-7-(2,2,2-trifluoro-ethoxy)-8-trifluoromethyl-1,3-dihydro-benzo[b][1,4]diazepin-2-one), solid. Reaction SMILES: C(OC(=O)[NH:7][C:8]1[CH:13]=[C:12](OCC(F)(F)F)[C:11]([C:20]([F:23])([F:22])[F:21])=[CH:10][C:9]=1[NH:24][C:25](=[O:41])[CH2:26][C:27](=O)[C:28]1[CH:33]=[CH:32][CH:31]=[C:30]([C:34]2[CH:35]=[N:36][CH:37]=[CH:38][CH:39]=2)[CH:29]=1)(C)(C)C.[C:43](O)([C:45]([F:48])([F:47])[F:46])=[O:44]>C(Cl)Cl>[N:36]1[CH:37]=[CH:38][CH:39]=[C:34]([C:30]2[CH:29]=[C:28]([C:27]3[CH2:26][C:25](=[O:41])[NH:24][C:9]4[CH:10]=[C:11]([C:20]([F:23])([F:22])[F:21])[C:12]([O:44][CH2:43][C:45]([F:48])([F:47])[F:46])=[CH:13][C:8]=4[N:7]=3)[CH:33]=[CH:32][CH:31]=2)[CH:35]=1. Procedure: The title compound was prepared from [2-[3-oxo-3-(3-pyridin-3-yl-phenyl)-propionylamino]-5-(2,2,2-trifluoro-ethoxy)-4-trifluoromethyl-phenyl]-carbamic acid tert-butyl ester (Example M27) by treatment with TFA in CH2Cl2 according to the general procedure N. Obtained as a white solid (173 mg). The reactants are C(C1=CC=CC=C1)N1CC=2C(=C(C(=NC2CC1)C)C(C(=O)OC)OC(C)(C)C)C1=CC=C(C=C1)C (methyl 2-(6-benzyl-2-methyl-4-(p-tolyl)-5,6,7,8-tetrahydro-1,6-naphthyridin-3-yl)-2-(tert-butoxy)acetate), C(C1=CC=CC=C1)N1CC=2C(=C(C(=NC2CC1)C)C(C(=O)OC)OC(C)(C)C)C1=CC=C(C=C1)C (methyl 2-(6-benzyl-2-methyl-4-(p-tolyl)-5,6,7,8-tetrahydro-1,6-naphthyridin-3-yl)-2-(tert-butoxy)acetate), [OH-].[Na+] (NaOH). Solvent: O1CCOCC1 (dioxane). Conditions: temperature 70 celsius, time 1 hour. Yields the product C(C1=CC=CC=C1)N1CC=2C(=C(C(=NC2CC1)C)C(C(=O)O)OC(C)(C)C)C1=CC=C(C=C1)C (2-(6-benzyl-2-methyl-4-(p-tolyl)-5,6,7,8-tetrahydro-1,6-naphthyridin-3-yl)-2-(tert-butoxy)acetic acid). Isolated yield 0.1%. As a reaction SMILES: [CH2:1]([N:8]1[CH2:17][CH2:16][C:15]2[N:14]=[C:13]([CH3:18])[C:12]([CH:19]([O:24][C:25]([CH3:28])([CH3:27])[CH3:26])[C:20]([O:22]C)=[O:21])=[C:11]([C:29]3[CH:34]=[CH:33][C:32]([CH3:35])=[CH:31][CH:30]=3)[C:10]=2[CH2:9]1)[C:2]1[CH:7]=[CH:6][CH:5]=[CH:4][CH:3]=1.[OH-].[Na+]>O1CCOCC1>[CH2:1]([N:8]1[CH2:17][CH2:16][C:15]2[N:14]=[C:13]([CH3:18])[C:12]([CH:19]([O:24][C:25]([CH3:28])([CH3:27])[CH3:26])[C:20]([OH:22])=[O:21])=[C:11]([C:29]3[CH:30]=[CH:31][C:32]([CH3:35])=[CH:33][CH:34]=3)[C:10]=2[CH2:9]1)[C:2]1[CH:3]=[CH:4][CH:5]=[CH:6][CH:7]=1 |f:1.2|. Procedure details: To a solution of methyl 2-(6-benzyl-2-methyl-4-(p-tolyl)-5,6,7,8-tetrahydro-1,6-naphthyridin-3-yl)-2-(tert-butoxy)acetate (intermediate 16) (47.3 mg, 100 mmol) in dioxane (3 ml) was added 1N NaOH (1.0 mL) and the mixture was stirred at 70° C. for 1 h. The mixture was quenched with 1 ml 1N HCl and concentrated. The crude material was purified via preparative LC/MS with the following conditions: Column: Waters XBridge C18, 19×150 mm, 5-μm particles; Guard Column: Waters XBridge C18, 19×10 mm, 5-μm...